Dataset: the Open Reaction Database (ORD), a public repository of structured organic reaction records. Task: describe an organic reaction: reactants, conditions, products, and yield The reactants are BrC=1C=C2C(C(NC2=CC1)=O)=O (5-bromoindoline-2,3-dione), FC1=CC=C(C=C1)[Mg]Br ((4-fluorophenyl)magnesium bromide), crude product. Solvent: C1CCOC1 (THF), C1CCOC1 (THF), CCOC(=O)C (EtOAc). Run at time 8 hour. Yields the product BrC=1C=C2C(C(NC2=CC1)=O)(O)C1=CC=C(C=C1)F (5-bromo-3-(4-fluorophenyl)-3-hydroxyindolin-2-one). The yield is 80.0%. As a reaction SMILES: [Br:1][C:2]1[CH:3]=[C:4]2[C:8](=[CH:9][CH:10]=1)[NH:7][C:6](=[O:11])[C:5]2=[O:12].[F:13][C:14]1[CH:19]=[CH:18][C:17]([Mg]Br)=[CH:16][CH:15]=1>C1COCC1.CCOC(C)=O>[Br:1][C:2]1[CH:3]=[C:4]2[C:8](=[CH:9][CH:10]=1)[NH:7][C:6](=[O:11])[C:5]2([C:17]1[CH:18]=[CH:19][C:14]([F:13])=[CH:15][CH:16]=1)[OH:12]. Procedure: To a solution of 5-bromoindoline-2,3-dione (120 g, 530 mmol, 1.0 eq) in THF (1 L) was added dropwise (4-fluorophenyl)magnesium bromide in THF (0.8 M, 1.6 L, 1280 mmol, 2.4 eq) at 0° C.˜15° C., the mixture was stirred for overnight at room temperature. Then mixture was cooled to 0° C., quenched with H2O (20 mL), concentrated to give crude product, which was dissolved in EtOAc (2 L), washed with 1N HCl.aq (2 L), brine (1 L×2), dried over Na2SO4, the organic phase was concentrated to give crude pro...